Dataset: the Open Reaction Database (ORD), a public repository of structured organic reaction records. Task: describe an organic reaction: reactants, conditions, products, and yield Starting materials: BrC=1C=C2CCC(NC2=C(C1)F)=O (6-bromo-8-fluoro-3,4-dihydroquinolin-2(1H)-one), COC=1C=CC(=CC1)P2(=S)SP(=S)(S2)C=3C=CC(=CC3)OC (Lawesson's reagent). The solvent is C1(=CC=CC=C1)C (toluene). The product is BrC=1C=C2CCC(NC2=C(C1)F)=S (6-bromo-8-fluoro-3,4-dihydroquinoline-2(1H)-thione). RXN SMILES: [Br:1][C:2]1[CH:3]=[C:4]2[C:9](=[C:10]([F:12])[CH:11]=1)[NH:8][C:7](=O)[CH2:6][CH2:5]2.COC1C=CC(P2(SP(C3C=CC(OC)=CC=3)(=S)S2)=[S:23])=CC=1>C1(C)C=CC=CC=1>[Br:1][C:2]1[CH:3]=[C:4]2[C:9](=[C:10]([F:12])[CH:11]=1)[NH:8][C:7](=[S:23])[CH2:6][CH2:5]2. Reported procedure: To a suspension of 6-bromo-8-fluoro-3,4-dihydroquinolin-2(1H)-one (1-3, 2.00 g, 8.19 mmol) in toluene (50 mL) was added Lawesson's reagent (1.66 g, 4.10 mmol). After refluxing the reaction mixture for 2 h, the toluene was distilled off to yield the crude product, which was then purified by flash chromatography on silica gel to obtain the title compound as a yellow solid; 1H NMR (DMSO-D6, 500 MHz) δ=12.14 (s, 1H), 7.46 (dd, J=2.0 Hz, JHF=10.0 Hz, 1H), 7.34 (s, 1H), 2.94 (d, J=8.0 Hz, 2H), 2.84 (d... The reactants are COC=1C=C(C(=O)N2[C@H](C[C@H](C3=CC=CC=C23)O)C)C=CC1OC (cis-1-(3,4-dimethoxybenzoyl)-2-methyl-1,2,3,4-tetrahydro-4-quinolinol), S1CCNC2=C1C=CC=C2 (3,4-dihydro-2H-1,4-benzothiazine). Yields the product COC=1C=C(C(=O)N2C(CC(C3=CC=CC=C23)N2CCSC3=C2C=CC=C3)C)C=CC1OC (4-[1-(3,4-Dimethoxybenzoyl)-2-methyl-1,2,3,4-tetrahydroquinolin-4-yl]-3,4-dihydro-2H-1,4-benzothiazine). Isolated yield 24.8%. RXN SMILES: [CH3:1][O:2][C:3]1[CH:4]=[C:5]([CH:20]=[CH:21][C:22]=1[O:23][CH3:24])[C:6]([N:8]1[C:17]2[C:12](=[CH:13][CH:14]=[CH:15][CH:16]=2)[C@H:11](O)[CH2:10][C@@H:9]1[CH3:19])=[O:7].[S:25]1[C:30]2[CH:31]=[CH:32][CH:33]=[CH:34][C:29]=2[NH:28][CH2:27][CH2:26]1>>[CH3:1][O:2][C:3]1[CH:4]=[C:5]([CH:20]=[CH:21][C:22]=1[O:23][CH3:24])[C:6]([N:8]1[C:17]2[C:12](=[CH:13][CH:14]=[CH:15][CH:16]=2)[CH:11]([N:28]2[C:29]3[CH:34]=[CH:33][CH:32]=[CH:31][C:30]=3[S:25][CH2:26][CH2:27]2)[CH2:10][CH:9]1[CH3:19])=[O:7]. Procedure: Starting with cis-1-(3,4-dimethoxybenzoyl)-2-methyl-1,2,3,4-tetrahydro-4-quinolinol (1.00 g, 2.93 mmol) prepared in Reference Example 1 and 3,4-dihydro-2H-1,4-benzothiazine (1.22 g, 8.07 mmol), the same procedure as shown in Example 1 was repeated to give the titled compound (335 mg, yield: 25%) as a white crystal. (cis:trans=1.5:1) Yields the product FC1=C(C=C(C(=C1)OCC1=CC=CC=C1)F)N1C=CC2=C(C=CC=C12)OCC1=CC=CC=C1 (1-{2,5-difluoro-4-[(phenylmethyl)oxy]phenyl}-4-[(phenylmethyl)oxy]-1H-indole). Reactants: C1(=CC=CC=C1)COC1=C2C=CNC2=CC=C1 (4-[(phenylmethyl)oxy]-1H-indole), N1[C@H](C(=O)O)CCC1 (L-Proline), C1(=CC=CC=C1)COC1=C(C=C(C(=C1)F)Br)F (4-bromo-2,5-difluorophenyl phenylmethyl ether), [O-]P(=O)([O-])[O-].[K+].[K+].[K+] (K3PO4). Run at temperature 140 celsius. Reported procedure: In two microwave vials were placed 4-[(phenylmethyl)oxy]-1H-indole (500 mg, 2.24 mmoL), 4-bromo-2,5-difluorophenyl phenylmethyl ether (prepared as described in part a), 559 mg, 1.87 mmoL), K3PO4 (990 mg, 4.67 mmoL), L-Proline (43 mg, 0.373 mmoL) and DMF (5 mL) and the mixture was degassed by sonication under a flow of argon. To each vial was added CuI (71 mg, 0.373 mmoL) and the solutions were heated to 140° C. in the microwave reactor. After 4 hours a second portion of L-Proline (43 mg, 0.373 m... Reaction SMILES: [C:1]1([CH2:7][O:8][C:9]2[CH:17]=[CH:16][CH:15]=[C:14]3[C:10]=2[CH:11]=[CH:12][NH:13]3)[CH:6]=[CH:5][CH:4]=[CH:3][CH:2]=1.[C:18]1([CH2:24][O:25][C:26]2[CH:31]=[C:30]([F:32])[C:29](Br)=[CH:28][C:27]=2[F:34])[CH:23]=[CH:22][CH:21]=[CH:20][CH:19]=1.[O-]P([O-])([O-])=O.[K+].[K+].[K+].N1CCC[C@H]1C(O)=O>CN(C=O)C>[F:32][C:30]1[CH:31]=[C:26]([O:25][CH2:24][C:18]2[CH:23]=[CH:22][CH:21]=[CH:20][CH:19]=2)[C:27]([F:34])=[CH:28][C:29]=1[N:13]1[C:14]2[C:10](=[C:9]([O:8][CH2:7][C:1]3[CH:2]=[CH:3][CH:4]=[CH:5][CH:6]=3)[CH:17]=[CH:16][CH:15]=2)[CH:11]=[CH:12]1 |f:2.3.4.5|. The solvent is CN(C)C=O (DMF). RXN SMILES: [C:1]1([C:7]2[CH:8]=[CH:9][N:10]3[C:15]=2[C:14]([NH:16][CH2:17][C:18]2[CH:23]=[CH:22][CH:21]=[CH:20][N:19]=2)=[N:13][C:12]([CH:24]2[CH2:26][CH:25]2[C:27]#[N:28])=[N:11]3)[CH:6]=[CH:5][CH:4]=[CH:3][CH:2]=1.CC([O-:33])(C)C.[K+]>C(O)(C)(C)C>[C:1]1([C:7]2[CH:8]=[CH:9][N:10]3[C:15]=2[C:14]([NH:16][CH2:17][C:18]2[CH:23]=[CH:22][CH:21]=[CH:20][N:19]=2)=[N:13][C:12]([CH:24]2[CH2:26][CH:25]2[C:27]([NH2:28])=[O:33])=[N:11]3)[CH:2]=[CH:3][CH:4]=[CH:5][CH:6]=1 |f:1.2|. The product is C1(=CC=CC=C1)C=1C=CN2N=C(N=C(C21)NCC2=NC=CC=C2)C2C(C2)C(=O)N ((±)-2-(5-phenyl-4-((pyridin-2-ylmethyl)amino)pyrrolo[2,1-f][1,2,4]triazin-2-yl)cyclopropanecarboxamide). Starting materials: C1(=CC=CC=C1)C=1C=CN2N=C(N=C(C21)NCC2=NC=CC=C2)C2C(C2)C#N ((±)-2-(5-phenyl-4-((pyridin-2-ylmethyl)amino)pyrrolo[2,1-f][1,2,4]triazin-2-yl)cyclopropanecarbonitrile), CC(C)(C)[O-].[K+] (KOtBu). Run in C(C)(C)(C)O (t-Butanol), C(C)(C)(C)O (t-butanol). Isolated yield 22.5%. Procedure: To a solution of (±)-2-(5-phenyl-4-((pyridin-2-ylmethyl)amino)pyrrolo[2,1-f][1,2,4]triazin-2-yl)cyclopropanecarbonitrile (550 mg, 1.50 mmol) in t-butanol (30 mL) was added KOtBu (842 mg, 7.51 mmol). The reaction mixture was heated to reflux at 90° C. for 12 h. t-Butanol was evaporated under reduced pressure and water (25 mL) was added to the reaction mixture. The aqueous layer was acidified with aqueous citric acid solution and extracted with DCM (3×50 mL). The combined organic extracts were was... Starting materials: C(C)(=O)[O-].[K+] (potassium acetate), CN(C=O)C (N,N-dimethylformamide), P(=O)(Cl)(Cl)Cl (phosphorus oxychloride), C(C)OC(=O)N1C(C2=CC(=C(C=C2C=C1)OCCCC)OC)CC1=CC(=CC=C1)OC (6-butoxy-7-methoxy-1-(3-methoxy-benzyl)-1H-isoquinoline-2-carboxylic acid ethyl ester). Procedure: To anhydrous N,N-dimethylformamide (0.102 mL, 1.32 mmol) at 0° C. was added phosphorus oxychloride (0.053 mL, 0.58 mmol) dropwise. The mixture was warmed to room temperature and stirred for 30 minutes. The mixture was cooled in an ice-bath, 6-butoxy-7-methoxy-1-(3-methoxy-benzyl)-1H-isoquinoline-2-carboxylic acid ethyl ester (230 mg, 0.53 mmol) in dichloromethane (3 mL) was added dropwise. After addition was complete, the mixture was heated on an oil bath for 4 hrs at 80° C. The mixture was cool... Isolated yield 101.1%. RXN SMILES: CN(C)[CH:3]=[O:4].P(Cl)(Cl)(Cl)=O.[CH2:11]([O:13][C:14]([N:16]1[CH:25]=[CH:24][C:23]2[C:18](=[CH:19][C:20]([O:31][CH3:32])=[C:21]([O:26][CH2:27][CH2:28][CH2:29][CH3:30])[CH:22]=2)[CH:17]1[CH2:33][C:34]1[CH:39]=[CH:38][CH:37]=[C:36]([O:40][CH3:41])[CH:35]=1)=[O:15])[CH3:12].C([O-])(=O)C.[K+]>ClCCl.O>[CH2:11]([O:13][C:14]([N:16]1[CH:25]=[C:24]([CH:3]=[O:4])[C:23]2[C:18](=[CH:19][C:20]([O:31][CH3:32])=[C:21]([O:26][CH2:27][CH2:28][CH2:29][CH3:30])[CH:22]=2)[CH:17]1[CH2:33][C:34]1[CH:39]=[CH:38][CH:37]=[C:36]([O:40][CH3:41])[CH:35]=1)=[O:15])[CH3:12] |f:3.4|. Run at time 30 minute. Product: C(C)OC(=O)N1C(C2=CC(=C(C=C2C(=C1)C=O)OCCCC)OC)CC1=CC(=CC=C1)OC (6-butoxy-4-formyl-7-methoxy-1-(3-methoxy-benzyl)-1H-isoquinoline-2-carboxylic acid ethyl ester). Solvent: O (water), O (water), ClCCl (dichloromethane), ClCCl (dichloromethane). The reactants are ( i ), ( ii ), [BH4-].[Na+] (sodium borohydride), resultant solution, Cl (HCl), ( iv ), solution, C[C@@H]1CC[C@H]([C@@H]2[C@H]1CCC(=C2)C)C(=C)C(=O)O (artemisinic acid), ( iii ). The reagents and catalysts are Cl[Ni]Cl (NiCl2). Run in CO (methanol). Product: C[C@@H]1CC[C@H]([C@@H]2[C@H]1CCC(=C2)C)[C@@H](C)C(=O)O (dihydro artemisinic acid). As a reaction SMILES: [CH3:1][C@H:2]1[C@@H:7]2[CH2:8][CH2:9][C:10]([CH3:12])=[CH:11][C@@H:6]2[C@H:5]([C:13]([C:15]([OH:17])=[O:16])=[CH2:14])[CH2:4][CH2:3]1.[BH4-].[Na+].Cl>CO.Cl[Ni]Cl>[CH3:1][C@H:2]1[C@@H:7]2[CH2:8][CH2:9][C:10]([CH3:12])=[CH:11][C@@H:6]2[C@H:5]([C@H:13]([C:15]([OH:17])=[O:16])[CH3:14])[CH2:4][CH2:3]1 |f:1.2|. Procedure: One embodiment of the invention provides a process for the conversion of artemisinic acid into artemisinin employing steps such as reduction and photo oxidation and the reduction is carried out by the following steps comprising (i) dissolving artemisinic acid and NiCl2.6h2O in dry methanol; (ii) adding sodium borohydride to the resultant solution at 0° C. over a 2 hr. period; (iii) neutralising the solution obtained in step (ii) with 5% aqueous HCl solution and (iv) isolating and crystallizing t... Starting materials: [Na] (sodium), C(CC(=O)OCC)(=O)OCC (diethyl malonate), C(C(C)(C)C)(=O)Cl (pivaloylchloride), C(CC(=O)OCC)(=O)OCC (Diethyl malonate), [O-]CC.[Na+] (sodium ethoxide), [Na] (sodium). The solvent is C(C)O (ethanol), mixture, C=1(C(=CC=CC1)C)C (xylene), C(C)O (ethanol). Yields the product C(C(C)(C)C)(=O)CC(=O)OCC (ethyl pivaloylacetate). RXN SMILES: [C:1]([O:9][CH2:10][CH3:11])(=[O:8])[CH2:2][C:3]([O:5]CC)=O.[O-]CC.[Na+].[Na].[C:17](Cl)(=O)[C:18](C)([CH3:20])[CH3:19]>C1(C)C(C)=CC=CC=1.C(O)C>[C:3]([CH2:2][C:1]([O:9][CH2:10][CH3:11])=[O:8])(=[O:5])[C:18]([CH3:20])([CH3:19])[CH3:17] |f:1.2,^1:15|. Procedure: Ethyl pivaloylacetate was prepared from diethyl malonate in the following manner. Diethyl malonate (64 g, 0.4 mol) was dissolved in 350 ml of a mixture of xylene isomers. A solution of sodium ethoxide, prepared by dissolving sodium (9.66 g, 0.42 g at) in absolute ethanol (150 ml), was then added with stirring at ambient temperature. Ethanol was removed by distillation. After the mixture was cooled to 50° C., pivaloylchloride (53 g, 0.4 mol) was added with stirring over a period of one hour and t... The reactants are NC=1C=CC2=C(C(=N[C@H](C(N2C)=O)C)C2=C(C=CC=C2)F)C1 ((S)-7-amino-5-(o-fluorophenyl)-1,3-dihydro-1,3-dimethyl-2H-1,4-benzodiazepin-2-one), ClCl (chlorine). Run in ice. Product: NC=1C=CC2=C(C(=N[C@H](C(N2C)=O)C)C2=C(C=CC=C2)F)C1Cl ((S)-7-amino-6-chloro-5-(o-fluorophenyl)-1,3-dihydro-1,3-dimethyl-2H-1,4-benzodiazepin-2-one). As a reaction SMILES: [NH2:1][C:2]1[CH:3]=[CH:4][C:5]2[N:11]([CH3:12])[C:10](=[O:13])[C@H:9]([CH3:14])[N:8]=[C:7]([C:15]3[CH:20]=[CH:19][CH:18]=[CH:17][C:16]=3[F:21])[C:6]=2[CH:22]=1.[Cl:23]Cl>>[NH2:1][C:2]1[CH:3]=[CH:4][C:5]2[N:11]([CH3:12])[C:10](=[O:13])[C@H:9]([CH3:14])[N:8]=[C:7]([C:15]3[CH:20]=[CH:19][CH:18]=[CH:17][C:16]=3[F:21])[C:6]=2[C:22]=1[Cl:23]. Procedure details: 4 g (0.011 M) of (S)-7-amino-5-(o-fluorophenyl)-1,3-dihydro-1,3-dimethyl-2H-1,4-benzodiazepin-2-one are dissolved in 35 ml of ice-cold concentrated hydrochloric acid at -10° C. and chlorine gas is conducted in at -10° C. for 1 hour. The mixture is concentrated at 0°-5° C. using a high vacuum cooling trap and a soda lime tower under a high vacuum (1-2 mmHg). The residue is made alkaline with a mixture of ice and 10% sodium bicarbonate solution. The mixture is extracted with methylene chloride and... Starting materials: resultant solution, CN1C(N(CC1)C)=O (1,3-di-methyl-2-imidazolidinone), C(=O)=O.CO (dry ice methanol), CCCCCC.C(CCC)[Li] (n-butyllithium hexane), CC1=CC=C(C(=O)C2=CC=C(C=C2)C)C=C1 (4,4′-di-methylbenzophenone), Cl (hydrochloric acid), CC1=CC(=CC1)C(C)(C)C (1-methyl-3-tert-butyl-cyclopentadiene). The solvent is C1CCOC1 (THF). Reaction conditions: time 20 hour. Yields the product C(C)(C)(C)C=1C=C(C(C1)=C(C1=CC=C(C=C1)C)C1=CC=C(C=C1)C)C (3-tert-butyl-1-methyl-6,6-di-(p-tolyl)fulvene). The yield is 57.2%. As a reaction SMILES: [CH3:1][C:2]1[CH2:6][CH:5]=[C:4]([C:7]([CH3:10])([CH3:9])[CH3:8])[CH:3]=1.C(=O)=O.CO.CCCCCC.C([Li])CCC.CN1CCN(C)C1=O.[CH3:35][C:36]1[CH:50]=[CH:49][C:39]([C:40]([C:42]2[CH:47]=[CH:46][C:45]([CH3:48])=[CH:44][CH:43]=2)=O)=[CH:38][CH:37]=1.Cl>C1COCC1>[C:7]([C:4]1[CH:3]=[C:2]([CH3:1])[C:6](=[C:40]([C:42]2[CH:47]=[CH:46][C:45]([CH3:48])=[CH:44][CH:43]=2)[C:39]2[CH:49]=[CH:50][C:36]([CH3:35])=[CH:37][CH:38]=2)[CH:5]=1)([CH3:10])([CH3:9])[CH3:8] |f:1.2,3.4|. Procedure details: To a 300 ml three-neck flask equipped with a magnetic stirrer chip and a three-way cock, 4.5 g (33.0 mmol) of 1-methyl-3-tert-butyl-cyclopentadiene and 150 ml of THF were charged under a nitrogen atmosphere. In the dry ice/methanol bath, 22.5 ml (34.7 mmol) of 1.54M n-butyllithium hexane solution was gradually added dropwise and then stirred at room temperature for 20 hours. To the obtained reaction solution, 4.3 ml (39.6 mmol) of 1,3-di-methyl-2-imidazolidinone was added, subsequently 8.3 g (39... Starting materials: COC(=O)c1ccc(NCCC#N)c([N+](=O)[O-])c1, [Cl-], [NH4+], O, [Zn]. The product is COC(=O)c1ccc(NCCC#N)c(N)c1. Reaction SMILES: [CH3:3][O:4][C:5]([c:6]1[cH:7][c:8]([N+:17]([O-:18])=[O:19])[c:9]([NH:12][CH2:13][CH2:14][C:15]#[N:16])[cH:10][cH:11]1)=[O:20].[Cl-:1].[NH4+:2].[OH2:21].[Zn:22]>>[CH3:3][O:4][C:5]([c:6]1[cH:7][c:8]([NH2:17])[c:9]([NH:12][CH2:13][CH2:14][C:15]#[N:16])[cH:10][cH:11]1)=[O:20].